Dataset: the Open Reaction Database (ORD), a public repository of structured organic reaction records. Task: describe an organic reaction: reactants, conditions, products, and yield Reactants: FC1=CC2=C(C(=C(N(S2(=O)=O)C)C(=O)OC)O)C=C1 (methyl 7-fluoro-4-hydroxy-2-methyl-2H-1,2-benzothiazine-3-carboxylate-1,1-dioxide), NC=1SC(=CN1)C (2-amino-5-methyl-thiazole). Run in C=1(C(=CC=CC1)C)C (xylene). Product: FC1=CC2=C(C(=C(N(S2(=O)=O)C)C(=O)NC=2SC(=CN2)C)O)C=C1 (7-fluoro-4-hydroxy-2-methyl-N-(5-methyl-2-thiazolyl)-2H-1,2-benzothiazine-3-carboxamide-1,1-dioxide). The yield is 56.9%. Reaction SMILES: [F:1][C:2]1[CH:19]=[CH:18][C:5]2[C:6]([OH:17])=[C:7]([C:13]([O:15]C)=O)[N:8]([CH3:12])[S:9](=[O:11])(=[O:10])[C:4]=2[CH:3]=1.[NH2:20][C:21]1[S:22][C:23]([CH3:26])=[CH:24][N:25]=1>C1(C)C(C)=CC=CC=1>[F:1][C:2]1[CH:19]=[CH:18][C:5]2[C:6]([OH:17])=[C:7]([C:13]([NH:20][C:21]3[S:22][C:23]([CH3:26])=[CH:24][N:25]=3)=[O:15])[N:8]([CH3:12])[S:9](=[O:10])(=[O:11])[C:4]=2[CH:3]=1. Procedure details: 0.29 gm (1 millimol) of methyl 7-fluoro-4-hydroxy-2-methyl-2H-1,2-benzothiazine-3-carboxylate-1,1-dioxide and 0.125 gm (1.1 millimols) of 2-amino-5-methyl-thiazole were refluxed in 50 ml of xylene for 24 hours. The reaction mixture was evaporated to dryness in vacuo, and the residue was recrystallized from xylene/cyclohexane. 0.21 gm (57% of theory) of 7-fluoro-4-hydroxy-2-methyl-N-(5-methyl-2-thiazolyl)-2H-1,2-benzothiazine-3-carboxamide-1,1-dioxide were obtained. Reactants: CN(C)C=O (DMF), Cl (HCl), ClC1=CC=C(C=C1)C1=CC=C(S1)C(=O)O (5-(4-chlorophenyl)thiophene-2-carboxylic acid), [Li]CCCC (n-BuLi), CN(C)C=O (DMF). Solvent: C1CCOC1 (THF). Conditions: temperature 0 celsius, time 2 hour. Yields the product ClC1=CC=C(C=C1)C1=CC(=C(S1)C(=O)O)C=O (5-(4-Chlorophenyl)-3-formylthiophene-2-carboxylic acid). Isolated yield 65.2%. RXN SMILES: [Cl:1][C:2]1[CH:7]=[CH:6][C:5]([C:8]2[S:12][C:11]([C:13]([OH:15])=[O:14])=[CH:10][CH:9]=2)=[CH:4][CH:3]=1.[Li]CCCC.CN([CH:24]=[O:25])C.Cl>C1COCC1>[Cl:1][C:2]1[CH:3]=[CH:4][C:5]([C:8]2[S:12][C:11]([C:13]([OH:15])=[O:14])=[C:10]([CH:24]=[O:25])[CH:9]=2)=[CH:6][CH:7]=1. Procedure: To a stirred solution 5-(4-chlorophenyl)thiophene-2-carboxylic acid (11 g, 0.046 mol) in dry THF (150 ml) was added n-BuLi (63 ml, 0.102 mol, 1.6 M solution in hexane) in a dropwise manner at −78° C. under inert atmosphere. The temperature was slowly raised to 0° C. over a period of 4 h. The reaction mixture was again cooled to −70° C. and dry DMF (34 ml, 0.43 mol) was added slowly. After completion of the addition of DMF, temperature was raised to −10° C. and stirred for 2 h. The reaction mixtu...